From a dataset of the Open Reaction Database (ORD), a public repository of structured organic reaction records. describe an organic reaction: reactants, conditions, products, and yield RXN SMILES: [CH2:1]([O:2][C:3](=[O:4])[N:11]1[CH2:12][CH2:13][O:14][c:15]2[c:16]1[cH:17][c:18]([Cl:34])[cH:19][c:20]2[N:21]1[CH2:22][CH2:23][N:24]([C:27](=[O:28])[O:29][C:30]([CH3:31])([CH3:32])[CH3:33])[CH2:25][CH2:26]1)[c:5]1[cH:6][cH:7][cH:8][cH:9][cH:10]1.[CH3:35][CH2:36][OH:37]>>[NH:11]1[CH2:12][CH2:13][O:14][c:15]2[c:16]1[cH:17][c:18]([Cl:34])[cH:19][c:20]2[N:21]1[CH2:22][CH2:23][N:24]([C:27](=[O:28])[O:29][C:30]([CH3:31])([CH3:32])[CH3:33])[CH2:25][CH2:26]1. Product: CC(C)(C)OC(=O)N1CCN(c2cc(Cl)cc3c2OCCN3)CC1. Reactants: CC(C)(C)OC(=O)N1CCN(c2cc(Cl)cc3c2OCCN3C(=O)OCc2ccccc2)CC1, CCO. The reactants are ClCC=C(CCC=C(CCCC(C)C)C)C (1-chloro-3,7,11-trimethyl-dodeca-2,6-diene), C1(=CC=CC=C1)P(C1=CC=CC=C1)C1=CC=CC=C1 (triphenyl phosphine), resultant suspension, CCCCCC (hexane). The solvent is C1(=CC=CC=C1)C (toluene). The product is [Cl-].C1(=CC=CC=C1)[PH+](C1=CC=CC=C1)C1=CC=CC=C1 (triphenylphosphonium chloride). Isolated yield 87.0%. As a reaction SMILES: [Cl:1]CC=C(C)CCC=C(C)CCCC(C)C.[C:17]1([P:23]([C:30]2[CH:35]=[CH:34][CH:33]=[CH:32][CH:31]=2)[C:24]2[CH:29]=[CH:28][CH:27]=[CH:26][CH:25]=2)[CH:22]=[CH:21][CH:20]=[CH:19][CH:18]=1.CCCCCC>C1(C)C=CC=CC=1>[Cl-:1].[C:30]1([PH+:23]([C:17]2[CH:18]=[CH:19][CH:20]=[CH:21][CH:22]=2)[C:24]2[CH:29]=[CH:28][CH:27]=[CH:26][CH:25]=2)[CH:31]=[CH:32][CH:33]=[CH:34][CH:35]=1 |f:4.5|. Procedure: An amount of 9.1 grams (37 mmol) of 1-chloro-3,7,11-trimethyl-dodeca-2,6-diene and 9.8 grams (37 mmol) of triphenyl phosphine were heated to boiling in 30 ml of toluene for a period of five hours. The resultant suspension was mixed with 200 ml of hexane and after precipitation of the white solid material, the liquid was decanted. This mixing with hexane was repeated five times and the remaining tacky solid substance was dried under reduced pressure. An amount of 18.2 grams (3,7,11)-trimethyl-dod...